The task is: describe an organic reaction: reactants, conditions, products, and yield. This data is from the Open Reaction Database (ORD), a public repository of structured organic reaction records. The reactants are CN1C(N(C(=CC1=O)C)C1=CC(=CC=C1)C(F)(F)F)=O (3,6-dimethyl-1-(3-trifluoromethylphenyl)-pyrimidin-2,4(1H,3H)-dione), IN1C(CCC1=O)=O (N-iodosuccinimide), S(=S)(=O)([O-])[O-].[Na+].[Na+] (sodium thiosulfate). The solvent is C(C)(=O)O (acetic acid), O (water), O (water). Conditions: time 5 hour. Product: IC=1C(N(C(N(C1C)C1=CC(=CC=C1)C(F)(F)F)=O)C)=O (5-iodo-3,6-dimethyl-1-(3-trifluoromethylphenyl)pyrimidin-2,4(1H,3H)-dione). The yield is 71.0%. As a reaction SMILES: [CH3:1][N:2]1[C:7](=[O:8])[CH:6]=[C:5]([CH3:9])[N:4]([C:10]2[CH:15]=[CH:14][CH:13]=[C:12]([C:16]([F:19])([F:18])[F:17])[CH:11]=2)[C:3]1=[O:20].[I:21]N1C(=O)CCC1=O.S([O-])([O-])(=O)=S.[Na+].[Na+]>C(O)(=O)C.O>[I:21][C:6]1[C:7](=[O:8])[N:2]([CH3:1])[C:3](=[O:20])[N:4]([C:10]2[CH:15]=[CH:14][CH:13]=[C:12]([C:16]([F:19])([F:18])[F:17])[CH:11]=2)[C:5]=1[CH3:9] |f:2.3.4|. Procedure details: To a solution of 3,6-dimethyl-1-(3-trifluoromethylphenyl)-pyrimidin-2,4(1H,3H)-dione (prepared in Reference Example 20) (800.0 mg) in acetic acid (13.0 ml) was added in water bath N-iodosuccinimide (784.5 mg) and the resulting mixture was stirred at room temperature for five hours. To the reaction mixture was added water (20 ml) and the resulting mixture was stirred for thirty minutes, and thereto was added sodium thiosulfate solution (20 ml) and the resulting mixture was stirred for thirty minu... The reactants are OC1=NC(=NC(=C1)C)C (4-Hydroxy-2,6-dimethylpyrimidine), C1CN2CCN1CC2 (DABCO), BrC=1C=C(C=O)C=C(C1OC)OC (3-bromo-4,5-dimethoxy-benzaldehyde), C(CC#N)#N (malononitrile). Solvent: C(C)O (ethanol), O (water). Conditions: temperature 80 celsius, time 18 hour. Yields the product NC1=C(C(C2=C(N=C(N=C2C)C)O1)C1=CC(=C(C(=C1)OC)OC)Br)C#N (7-Amino-5-(3-bromo-4,5-dimethoxy-phenyl)-2,4-dimethyl-5H-pyrano[2,3-d]pyrimidine-6-carbonitrile). RXN SMILES: [OH:1][C:2]1[CH:7]=[C:6]([CH3:8])[N:5]=[C:4]([CH3:9])[N:3]=1.[Br:10][C:11]1[CH:12]=[C:13]([CH:16]=[C:17]([O:21][CH3:22])[C:18]=1[O:19][CH3:20])[CH:14]=O.[C:23](#[N:27])[CH2:24][C:25]#[N:26].C1N2CCN(CC2)C1>C(O)C.O>[NH2:27][C:23]1[O:1][C:2]2[N:3]=[C:4]([CH3:9])[N:5]=[C:6]([CH3:8])[C:7]=2[CH:14]([C:13]2[CH:16]=[C:17]([O:21][CH3:22])[C:18]([O:19][CH3:20])=[C:11]([Br:10])[CH:12]=2)[C:24]=1[C:25]#[N:26]. Reported procedure: 4-Hydroxy-2,6-dimethylpyrimidine (546 mg, 4.4 mmol), 3-bromo-4,5-dimethoxy-benzaldehyde (1077 mg, 4.4 mmol) and malononitrile (295 mg, 4.4 mmol) were taken in 2 ml ethanol at room temperature, charged with DABCO (48.4 μl, 1.46 mmol) and then stirred at 80° C. under LC-MS control for 18 h. The reaction mixture was then cooled down to room temperature. The mixture was diluted with water to about 100 ml, stirred at room temperature for 1 h and the precipitates were separated by filtration. It was w... Reactants: CC1=C(C=CC=C1)N1CCNCC1 (2-methylphenylpiperazine), ClC(C=O)(Cl)Cl (trichloroacetaldehyde). Run in C(CCC)OCCCC (dibutyl ether). Conditions: temperature 80 celsius. Yields the product CC1=C(C=CC=C1)N1CCN(CC1)C=O (4-(2-Methylphenyl)-1-piperazinecarbaldehyde). As a reaction SMILES: [CH3:1][C:2]1[CH:7]=[CH:6][CH:5]=[CH:4][C:3]=1[N:8]1[CH2:13][CH2:12][NH:11][CH2:10][CH2:9]1.ClC(Cl)(Cl)[CH:16]=[O:17]>C(OCCCC)CCC>[CH3:1][C:2]1[CH:7]=[CH:6][CH:5]=[CH:4][C:3]=1[N:8]1[CH2:13][CH2:12][N:11]([CH:16]=[O:17])[CH2:10][CH2:9]1. Reported procedure: With vigorous stirring, 437 mmol (77 g) of 2-methylphenylpiperazine are added to a solution of 415 mmol (61.3 g) of trichloroacetaldehyde in 400 ml of dibutyl ether. The reaction mixture is heated at 80° C. for 1 hour and, after cooling, concentrated to yield the expected product. Starting materials: FC1=CC=C(C=C1)N1C(CC(CC1=O)C)=O (N-(4'-fluorophenyl)-3-methylglutarimide), FC1=CC=C(C=C1)N1C(CC(CC1=O)C)=O (N-(4'-fluorophenyl)-3-methylglutarimide), COC1=CC=C(C=C1)P1(SP(S1)(C1=CC=C(C=C1)OC)=S)=S (2,4-bis(4-methoxyphenyl)-1,3-dithia-2,4-diphosphetane-2,4-disulfide), CN(P(=O)(N(C)C)N(C)C)C (hexamethylphosphoramide), COC=1C=CC(=CC1)P2(=S)SP(=S)(S2)C=3C=CC(=CC3)OC (Lawesson's Reagent). Run in O (water). Conditions: temperature 100 celsius, time 30 hour. Product: FC1=CC=C(C=C1)N1C(CC(CC1=O)C)=S (N-(4'-fluorophenyl)-3-methylthioglutarimide). Yield: 57.5%. Reaction SMILES: [F:1][C:2]1[CH:7]=[CH:6][C:5]([N:8]2[C:13](=[O:14])[CH2:12][CH:11]([CH3:15])[CH2:10][C:9]2=O)=[CH:4][CH:3]=1.COC1C=CC(P2(=S)SP(=S)(C3C=CC(OC)=CC=3)[S:26]2)=CC=1.CN(C)P(N(C)C)(N(C)C)=O>O>[F:1][C:2]1[CH:7]=[CH:6][C:5]([N:8]2[C:13](=[O:14])[CH2:12][CH:11]([CH3:15])[CH2:10][C:9]2=[S:26])=[CH:4][CH:3]=1. Procedure details: A mixture of 1.02 g (4.68 mmol) of N-(4'-fluorophenyl)-3-methylglutarimide (Compound 66), 0.88 g (2.2 mmol) of 2,4-bis(4-methoxyphenyl)-1,3-dithia-2,4-diphosphetane-2,4-disulfide (known as Lawesson's Reagent), and 6 ml of hexamethylphosphoramide in a 50 ml round-bottomed flask was warmed to 95°-100° C. for 21 hours. An additional 1.05 g (2.5 mmol) of Lawesson's Reagent were added and heating to 100° C. was continued for an additional 30 hours. The mixture was allowed to cool to room temperature ... Reactants: COCCCCN1C(=CC=2CCCC(C12)=O)C(=O)OCC (Ethyl 1-(4-methoxybutyl)-7-oxo-4,5,6,7-tetrahydro-1H-indole-2-carboxylate), O.[OH-].[Li+] (lithium hydroxide monohydrate). Solvent: C(C)O (ethanol), O (water). Yields the product COCCCCN1C(=CC=2CCCC(C12)=O)C(=O)O (1-(4-methoxybutyl)-7-oxo-4,5,6,7-tetrahydro-1H-indole-2-carboxylic acid). Yield: 95.1%. As a reaction SMILES: [CH3:1][O:2][CH2:3][CH2:4][CH2:5][CH2:6][N:7]1[C:15]2[C:14](=[O:16])[CH2:13][CH2:12][CH2:11][C:10]=2[CH:9]=[C:8]1[C:17]([O:19]CC)=[O:18].O.[OH-].[Li+]>C(O)C.O>[CH3:1][O:2][CH2:3][CH2:4][CH2:5][CH2:6][N:7]1[C:15]2[C:14](=[O:16])[CH2:13][CH2:12][CH2:11][C:10]=2[CH:9]=[C:8]1[C:17]([OH:19])=[O:18] |f:1.2.3|. Procedure: Ethyl 1-(4-methoxybutyl)-7-oxo-4,5,6,7-tetrahydro-1H-indole-2-carboxylate (250 mg) and lithium hydroxide monohydrate (54 mg) were dissolved in ethanol (4 ml) and water (2 ml), and the mixture was stirred at 60° C. for 3 hr. The solvent was concentrated under reduced pressure, and the residue was neutralized with 1N hydrochloric acid, extracted with ethyl acetate (10 ml×2), and dried over anhydrous magnesium sulfate. The solvent was evaporated under reduced pressure. The residue was subjected to ... The reactants are ClC12CC3(CC(CC(C1)C3)C2)CC(=O)Cl (3-Chloro-1-Adamantaneacetyl chloride), NN1C(=NC2=C(C1=O)C=CS2)CC (3-amino-2-ethylthieno[2,3-d]pyrimidin-4(3H)-one). Product: ClC12CC3(CC(CC(C1)C3)C2)CC(=O)NN2C(=NC3=C(C2=O)C=CS3)CC (2-[3-chloro-1-adamantyl]-N-(2-ethyl-4-oxothieno[2,3-d]pyrimidin-3(4H)-yl)acetamide). RXN SMILES: [Cl:1][C:2]12[CH2:11][CH:6]3[CH2:7][CH:8]([CH2:10][C:4]([CH2:12][C:13](Cl)=[O:14])([CH2:5]3)[CH2:3]1)[CH2:9]2.[NH2:16][N:17]1[C:22](=[O:23])[C:21]2[CH:24]=[CH:25][S:26][C:20]=2[N:19]=[C:18]1[CH2:27][CH3:28]>>[Cl:1][C:2]12[CH2:11][CH:6]3[CH2:7][CH:8]([CH2:10][C:4]([CH2:12][C:13]([NH:16][N:17]4[C:22](=[O:23])[C:21]5[CH:24]=[CH:25][S:26][C:20]=5[N:19]=[C:18]4[CH2:27][CH3:28])=[O:14])([CH2:5]3)[CH2:3]1)[CH2:9]2. Procedure: The product from Example 50A and 3-amino-2-ethylthieno[2,3-d]pyrimidin-4(3H)-one (Enamine) were processed using the method described in Example 42C to afford the title compound. 1H NMR (300 MHz, DMSO-d6) δ ppm 1.20 (t, J=7.3 Hz, 3 H) 1.46-1.81 (m, 6H) 1.94-2.13 (m, 6 H) 2.14-2.23 (m, 2 H) 2.23 (s, 2 H) 2.55-2.86 (m, 2 H) 7.41 (d, J=5.5 Hz, 1 H) 7.59 (d, J=5.5 Hz, 1 H); MS (ESI+) m/z 406 (M+H)+. Starting materials: C1(CCCC1)N(C1CCC1)[C@H]1COC2=C(C1)C(=CC=C2F)OC ((R)-3-(N-Cyclopentyl-N-cyclobutylamino)-8-fluoro-5-methoxy-3,4-dihydro-2H-1-benzopyran), N (ammonia). Solvent: Br (HBr). Reaction conditions: temperature 120 celsius, time 1.5 hour. Product: C1(CCCC1)N(C1CCC1)[C@H]1COC2=C(C1)C(=CC=C2F)O ((R)-3-(N-Cyclopentyl-N-cyclobutylamino)-8-fluoro-5-hydroxy-3,4-dihydro-2H-1-benzopyran). Yield: 102.3%. Reaction SMILES: [CH:1]1([N:6]([C@@H:11]2[CH2:16][C:15]3[C:17]([O:22]C)=[CH:18][CH:19]=[C:20]([F:21])[C:14]=3[O:13][CH2:12]2)[CH:7]2[CH2:10][CH2:9][CH2:8]2)[CH2:5][CH2:4][CH2:3][CH2:2]1.N>Br>[CH:1]1([N:6]([C@@H:11]2[CH2:16][C:15]3[C:17]([OH:22])=[CH:18][CH:19]=[C:20]([F:21])[C:14]=3[O:13][CH2:12]2)[CH:7]2[CH2:10][CH2:9][CH2:8]2)[CH2:2][CH2:3][CH2:4][CH2:5]1. Procedure: (R)-3-(N-Cyclopentyl-N-cyclobutylamino)-8-fluoro-5-methoxy-3,4-dihydro-2H-1-benzopyran (0.53 g, 1.6 mmol) was dissolved in 47% HBr (15 mL) and stirred at 120° C. for 1.5 h. The solution was cooled by adding ice and alkalised by 14M ammonia. Extractive work-up gave 0.5 g of the title compound as a slightly brown oil. IR contained a typical OH-band at 3654 cm-1.